Dataset: the Open Reaction Database (ORD), a public repository of structured organic reaction records. Task: describe an organic reaction: reactants, conditions, products, and yield Starting materials: C(C)(C)(C)OC (tert-butylmethylether), Cl (HCl), C(C)(C)(C)OC(=O)N1[C@@H](CCC1)C(NCCC1=CC=C(C=C1)OC)=O ((S)-2-[2-(4-Methoxy-phenyl)-ethylcarbamoyl]-pyrrolidine-1-carboxylic acid tert-butyl ester). Solvent: O1CCOCC1 (dioxane), O1CCOCC1 (dioxane). The product is COC1=CC=C(C=C1)CCNC(=O)[C@H]1NCCC1 ((S)-Pyrrolidine-2-carboxylic acid [2-(4-methoxy-phenyl)-ethyl]-amide). RXN SMILES: Cl.C(OC([N:9]1[CH2:13][CH2:12][CH2:11][C@H:10]1[C:14](=[O:26])[NH:15][CH2:16][CH2:17][C:18]1[CH:23]=[CH:22][C:21]([O:24][CH3:25])=[CH:20][CH:19]=1)=O)(C)(C)C.C(OC)(C)(C)C>O1CCOCC1>[CH3:25][O:24][C:21]1[CH:22]=[CH:23][C:18]([CH2:17][CH2:16][NH:15][C:14]([C@@H:10]2[CH2:11][CH2:12][CH2:13][NH:9]2)=[O:26])=[CH:19][CH:20]=1. Procedure: 4N HCl solution in 41 ml of dioxane is added to a fine suspension of 16.78 g of (S)-2-[2-(4-Methoxy-phenyl)-ethylcarbamoyl]-pyrrolidine-1-carboxylic acid tert-butyl ester in 40 ml of dioxane. After stirring under poor cooling with an ice-bath for 2.5 hours, solvent is evaporated, the residue obtained is cooled over night at 0° and resulting crystals are stirred with 150 ml of tert-butylmethylether, filtered and dried to yield the title compound. The reactants are CC1(OB(OC1(C)C)C=1C=CC(=NC1)N)C (5-(4,4,5,5-tetramethyl-1,3,2-dioxaborolan-2-yl)pyridin-2-ylamine), BrCC(=O)C1=CC=C(C=C1)Cl (2-bromo-1-(4-chlorophenyl)ethanone), C(O)([O-])=O.[Na+] (sodium hydrogen carbonate). The solvent is C(CC)O (n-propanol). Reaction conditions: temperature 80 celsius. Yields the product ClC1=CC=C(C=C1)C=1N=C2N(C=C(C=C2)B2OC(C(O2)(C)C)(C)C)C1 (2-(4-Chlorophenyl)-6-(4,4,5,5-tetramethyl-1,3,2-dioxaborolan-2-yl)imidazo[1,2-a]pyridine). The yield is 93.2%. RXN SMILES: [CH3:1][C:2]1([CH3:16])[C:6]([CH3:8])([CH3:7])[O:5][B:4]([C:9]2[CH:10]=[CH:11][C:12]([NH2:15])=[N:13][CH:14]=2)[O:3]1.Br[CH2:18][C:19]([C:21]1[CH:26]=[CH:25][C:24]([Cl:27])=[CH:23][CH:22]=1)=O.C(=O)([O-])O.[Na+]>C(O)CC>[Cl:27][C:24]1[CH:25]=[CH:26][C:21]([C:19]2[N:15]=[C:12]3[CH:11]=[CH:10][C:9]([B:4]4[O:3][C:2]([CH3:16])([CH3:1])[C:6]([CH3:7])([CH3:8])[O:5]4)=[CH:14][N:13]3[CH:18]=2)=[CH:22][CH:23]=1 |f:2.3|. Procedure: 2.5 g of 5-(4,4,5,5-tetramethyl-1,3,2-dioxaborolan-2-yl)pyridin-2-ylamine and 2.65 g of 2-bromo-1-(4-chlorophenyl)ethanone in 76 ml of n-propanol are placed in a round-bottomed flask. 1.33 g of sodium hydrogen carbonate are added thereto. The mixture is heated at 80° C. for 16 h. The reaction mixture is left to cool and concentrated under reduced pressure. The residue is taken up between water and ethyl acetate, the organic phase is then separated by settling out and dried over magnesium sulphat... Reactants: N1C(C=CC=2C(CCCC12)=O)=O (7,8-dihydro- 2,5(1H,6H)-quinolinedione), BrCC(=O)OC (methyl bromoacetate). Product: COC(=O)CN1C(C=CC=2C(CCCC12)=O)=O (1-Methoxycarbonylmethyl-7,8-dihydro-2,5(1H,6H)-quinolinedione). RXN SMILES: [NH:1]1[C:10]2[CH2:9][CH2:8][CH2:7][C:6](=[O:11])[C:5]=2[CH:4]=[CH:3][C:2]1=[O:12].Br[CH2:14][C:15]([O:17][CH3:18])=[O:16]>>[CH3:18][O:17][C:15]([CH2:14][N:1]1[C:10]2[CH2:9][CH2:8][CH2:7][C:6](=[O:11])[C:5]=2[CH:4]=[CH:3][C:2]1=[O:12])=[O:16]. Reported procedure: Prepared analogously to Example 29 from 7,8-dihydro- 2,5(1H,6H)-quinolinedione and methyl bromoacetate. Reactants: CCO, NCC(O)CO, O=C1OC(=O)C2CCCCC12. Reaction SMILES: [CH3:18][CH2:19][OH:20].[NH2:1][CH2:2][CH:3]([CH2:4][OH:5])[OH:6].[O:7]=[C:8]1[O:9][C:10](=[O:11])[CH:12]2[CH2:13][CH2:14][CH2:15][CH2:16][CH:17]12>>[N:1]1([CH2:2][CH:3]([CH2:4][OH:5])[OH:6])[C:8](=[O:7])[CH:17]2[CH:12]([C:10]1=[O:9])[CH2:13][CH2:14][CH2:15][CH2:16]2. The product is O=C1C2CCCCC2C(=O)N1CC(O)CO. The reactants are ClCCCl, COC(=O)C(C)(C)Cc1cc(C)c(-c2nc3ccc(-c4nnc(-c5ccccc5C)o4)cc3[nH]2)c(C)c1, COC(=O)C(C)(C)Cc1cc(C)c(-c2nc3ccc(C(=O)O)cc3[nH]2)c(C)c1, Cc1ccccc1C(=O)NN, CCOC(C)=O, CN(C)C=O, On1nnc2ccccc21. The product is Cc1ccccc1-c1nnc(-c2ccc3nc(-c4c(C)cc(CC(C)(C)C(=O)O)cc4C)[nH]c3c2)o1. As a reaction SMILES: [CH2:38]([Cl:39])[CH2:40][Cl:41].[CH3:1][O:2][C:3]([C:4]([CH2:5][c:6]1[cH:7][c:8]([CH3:34])[c:9](-[c:13]2[n:14][c:15]3[c:16]([nH:17]2)[cH:18][c:19](-[c:22]2[o:23][c:24](-[c:27]4[c:28]([CH3:33])[cH:29][cH:30][cH:31][cH:32]4)[n:25][n:26]2)[cH:20][cH:21]3)[c:10]([CH3:12])[cH:11]1)([CH3:35])[CH3:36])=[O:37].[CH3:52][O:53][C:54]([C:55]([CH3:56])([CH3:57])[CH2:58][c:59]1[cH:60][c:61]([CH3:62])[c:63](-[c:64]2[nH:65][c:66]3[cH:67][c:68]([C:69]([OH:70])=[O:71])[cH:72][cH:73][c:74]3[n:75]2)[c:76]([CH3:77])[cH:78]1)=[O:79].[CH3:80][c:81]1[cH:82][cH:83][cH:84][cH:85][c:86]1[C:87]([NH:88][NH2:89])=[O:90].[CH3:96][CH2:97][O:98][C:99]([CH3:100])=[O:101].[O:91]=[CH:92][N:93]([CH3:94])[CH3:95].[OH:42][n:43]1[c:44]2[c:45]([cH:46][cH:47][cH:48][cH:49]2)[n:50][n:51]1>>[O:2]=[C:3]([C:4]([CH2:5][c:6]1[cH:7][c:8]([CH3:34])[c:9](-[c:13]2[n:14][c:15]3[c:16]([nH:17]2)[cH:18][c:19](-[c:22]2[o:23][c:24](-[c:27]4[c:28]([CH3:33])[cH:29][cH:30][cH:31][cH:32]4)[n:25][n:26]2)[cH:20][cH:21]3)[c:10]([CH3:12])[cH:11]1)([CH3:35])[CH3:36])[OH:37]. RXN SMILES: [CH3:1][O:2][c:3]1[c:4]([CH2:16][C:17](=[O:18])[OH:19])[cH:5][cH:6][cH:7][c:8]1[O:9][c:10]1[cH:11][cH:12][cH:13][cH:14][cH:15]1.[CH3:38][C:39]([O:40][C:41](=[O:42])[CH3:43])=[O:44].[IH:45].[OH:20][c:21]1[c:22]([O:23][c:24]2[cH:25][cH:26][cH:27][cH:28][cH:29]2)[cH:30][cH:31][cH:32][c:33]1[CH2:34][C:35]([OH:36])=[O:37]>>[c:3]12[c:4]([cH:5][cH:6][cH:7][c:8]1[O:9][c:10]1[cH:11][cH:12][cH:13][cH:14][cH:15]1)[CH2:16][C:17](=[O:18])[O:19]2. The product is O=C1Cc2cccc(Oc3ccccc3)c2O1. Reactants: COc1c(CC(=O)O)cccc1Oc1ccccc1, CC(=O)OC(C)=O, I, O=C(O)Cc1cccc(Oc2ccccc2)c1O. Reactants: O=c1[nH]ncc(Cl)c1-c1ccncc1, O=P(Cl)(Cl)Cl. Yields the product Clc1cnnc(Cl)c1-c1ccncc1. As a reaction SMILES: [Cl:1][c:2]1[c:3](-[c:9]2[cH:10][cH:11][n:12][cH:13][cH:14]2)[c:4](=[O:8])[nH:5][n:6][cH:7]1.[P:15]([Cl:16])([Cl:17])([Cl:18])=[O:19]>>[Cl:1][c:2]1[c:3](-[c:9]2[cH:10][cH:11][n:12][cH:13][cH:14]2)[c:4]([Cl:17])[n:5][n:6][cH:7]1.